Dataset: the Open Reaction Database (ORD), a public repository of structured organic reaction records. Task: describe an organic reaction: reactants, conditions, products, and yield Starting materials: ClC=1C=CC(=C(C(=O)O)C1)C (5-chloro-2-methylbenzoic acid), CN(C)C=O (DMF), C(C(=O)Cl)(=O)Cl (oxalyl chloride), C1(CC1)N (cyclopropylamine), CCN(C(C)C)C(C)C (Hunig's base). Solvent: C1(=CC=CC=C1)C (toluene). Conditions: temperature 0 celsius, time 2 hour. Product: ClC=1C=CC(=C(C(=O)NC2CC2)C1)C (5-Chloro-N-cyclopropyl-2-methylbenzamide). Reaction SMILES: [Cl:1][C:2]1[CH:3]=[CH:4][C:5]([CH3:11])=[C:6]([CH:10]=1)[C:7]([OH:9])=O.CN(C=O)C.C(Cl)(=O)C(Cl)=O.[CH:23]1([NH2:26])[CH2:25][CH2:24]1.CCN(C(C)C)C(C)C>C1(C)C=CC=CC=1>[Cl:1][C:2]1[CH:3]=[CH:4][C:5]([CH3:11])=[C:6]([CH:10]=1)[C:7]([NH:26][CH:23]1[CH2:25][CH2:24]1)=[O:9]. Procedure: To a toluene solution (1 M) of 5-chloro-2-methylbenzoic acid (1 eq.) and DMF (1.2 eq.) was added at 0° C. oxalyl chloride (1.2 eq.) dropwise over 1 h. The resulting solution was stirred at 0° C. for 2 h before the volatiles were removed in vacuo. The resulting residue was taken up in dichloromethane (1 M), cooled to 0° C. and added sequentially cyclopropylamine (1.5 eq.) and Hunig's base (2 eq.) dropwise. The resulting suspension was stirred at RT for 18 h. The reaction was quenched with 1 N aq.... Reactants: N#CCc1cccc(Br)c1, CC1(C)OC(=O)Nc2ccc(B(O)O)cc21, O. Yields the product CC1(C)OC(=O)Nc2ccc(-c3cccc(CC#N)c3)cc21. Reaction SMILES: [Br:1][c:2]1[cH:3][c:4]([CH2:8][C:9]#[N:10])[cH:5][cH:6][cH:7]1.[CH3:11][C:12]1([CH3:26])[O:13][C:14](=[O:25])[NH:15][c:16]2[c:17]1[cH:18][c:19]([B:22]([OH:23])[OH:24])[cH:20][cH:21]2.[OH2:27]>>[c:2]1(-[c:19]2[cH:18][c:17]3[c:16]([cH:21][cH:20]2)[NH:15][C:14](=[O:25])[O:13][C:12]3([CH3:11])[CH3:26])[cH:3][c:4]([CH2:8][C:9]#[N:10])[cH:5][cH:6][cH:7]1. Starting materials: [BH4-], CO, [Na+], COC(=O)C(CCCC=O)c1ccc(Cl)c(Cl)c1. The product is COC(=O)C(CCCCO)c1ccc(Cl)c(Cl)c1. As a reaction SMILES: [BH4-:19].[CH3:21][OH:22].[Na+:20].[O:1]=[CH:2][CH2:3][CH2:4][CH2:5][CH:6]([C:7](=[O:8])[O:9][CH3:10])[c:11]1[cH:12][c:13]([Cl:18])[c:14]([Cl:17])[cH:15][cH:16]1>>[OH:1][CH2:2][CH2:3][CH2:4][CH2:5][CH:6]([C:7](=[O:8])[O:9][CH3:10])[c:11]1[cH:12][c:13]([Cl:18])[c:14]([Cl:17])[cH:15][cH:16]1. Reactants: C(C)OC(CCC=1N(C(=CC1)C1=C(C=C(C=C1)C(=O)OC)OC)C1=C(C=C(C=C1)C(N)=O)C)=O (3-[1-(4-Carbamoyl-2-methylphenyl)-5-(4-methoxycarbonyl-methyoxyphenyl)-1H-pyrrol-2-yl]-propionic acid ethyl ester), [OH-].[Na+] (NaOH). Run in CO (methanol). Run at time 18 hour. Yields the product C(N)(=O)C1=CC(=C(C=C1)N1C(=CC=C1C1=C(C=C(C=C1)C(=O)OC)OC)CCC(=O)O)C (3-[1-(4-Carbamoyl-2-methylphenyl)-5-(4-methoxycarbonyl-methyoxyphenyl)-1H-pyrrol-2-yl]-propionic acid). The yield is 64.9%. As a reaction SMILES: C([O:3][C:4](=[O:34])[CH2:5][CH2:6][C:7]1[N:8]([C:24]2[CH:29]=[CH:28][C:27]([C:30](=[O:32])[NH2:31])=[CH:26][C:25]=2[CH3:33])[C:9]([C:12]2[CH:17]=[CH:16][C:15]([C:18]([O:20][CH3:21])=[O:19])=[CH:14][C:13]=2[O:22][CH3:23])=[CH:10][CH:11]=1)C.[OH-].[Na+]>CO>[C:30]([C:27]1[CH:28]=[CH:29][C:24]([N:8]2[C:9]([C:12]3[CH:17]=[CH:16][C:15]([C:18]([O:20][CH3:21])=[O:19])=[CH:14][C:13]=3[O:22][CH3:23])=[CH:10][CH:11]=[C:7]2[CH2:6][CH2:5][C:4]([OH:34])=[O:3])=[C:25]([CH3:33])[CH:26]=1)(=[O:32])[NH2:31] |f:1.2|. Procedure details: 3-[1-(4-Carbamoyl-2-methylphenyl)-5-(4-methoxycarbonylmethoxy-phenyl)-1H-pyrrol-2-yl]-propionic acid ethyl ester 16B (57 mg, 0.12 mmol) was dissolved in 1 mL methanol. 1 N NaOH (0.25 mL, 0.25 mmoL) was added. After 18 hrs, the reaction was concentrated in vacuo and diluted with water. The pH was adjusted to 1 with 1 M HCl and extracted with EtOAc (3×4 mL). The combined organic layers were dried over Na2SO4, filtered and concentrated in vacuo. The residue was triturated with hexanes and dried und... The reactants are Cl.C[C@H](CC1=CC=CC=C1)[NH2+]CC#C (((R)-1-methyl-2-phenyl-ethyl)-prop-2-ynyl-ammonium hydrochloride). Run in ClCCl (dichloromethane), C([O-])([O-])=O.[Na+].[Na+] (sodium carbonate). Product: C[C@H](CC1=CC=CC=C1)NCC#C (((R)-1-methyl-2-phenyl-ethyl)-prop-2-ynyl-amine). RXN SMILES: Cl.[CH3:2][C@@H:3]([NH2+:11][CH2:12][C:13]#[CH:14])[CH2:4][C:5]1[CH:10]=[CH:9][CH:8]=[CH:7][CH:6]=1>ClCCl.C(=O)([O-])[O-].[Na+].[Na+]>[CH3:2][C@@H:3]([NH:11][CH2:12][C:13]#[CH:14])[CH2:4][C:5]1[CH:10]=[CH:9][CH:8]=[CH:7][CH:6]=1 |f:0.1,3.4.5|. Procedure: 840 mg (4 mmol) ((R)-1-methyl-2-phenyl-ethyl)-prop-2-ynyl-ammonium hydrochloride (Sigma) is dissolved in 10 ml dichloromethane and 1M aqueous sodium carbonate. The organic phase is separated. The aqueous phase is extracted three times with 10 ml dichloromathane. The combined organic phases are washed with brine and dried with magnesium sulfate. The crude product 6a is used without further purification.